Dataset: the Open Reaction Database (ORD), a public repository of structured organic reaction records. Task: describe an organic reaction: reactants, conditions, products, and yield Reactants: C(=O)(C(F)(F)F)O (TFA), C(C)#N (ACN), C(C)#N (ACN), N([C@@H](CCC(NC(C1=CC=CC=C1)(C1=CC=CC=C1)C1=CC=CC=C1)=O)C(=O)N1[C@H](C(=O)N[C@@H](CCCCN(C)C)C(=O)N[C@@H](CCCCNC(=O)C)C(=O)O)CCC1)C(=O)OCC1=CC=CC=C1.NC1=CC=CC2=C1N=C(S2)C#N (Cbz-Gln(Trt)ProLys(Me2)Lys(Ac) aminocyanobenzothiazole), ( 5.26 ), C(C)(C)[SiH](C(C)C)C(C)C (triisopropylsilane). Solvent: C(=O)(C(F)(F)F)O.C(Cl)Cl (TFA DCM). Reaction conditions: time 5 minute. Yields the product N([C@@H](CCC(N)=O)C(=O)N1[C@H](C(=O)N[C@@H](CCCCN(C)C)C(=O)N[C@@H](CCCCNC(=O)C)C(=O)O)CCC1)C(=O)OCC1=CC=CC=C1.NC1=CC=CC2=C1N=C(S2)C#N (Cbz-GlnProLys(Me2)Lys(Ac) aminocyanobenzothiazole). Reaction SMILES: [NH:1]([C:60]([O:62][CH2:63][C:64]1[CH:69]=[CH:68][CH:67]=[CH:66][CH:65]=1)=[O:61])[C@H:2]([C:27]([N:29]1[CH2:59][CH2:58][CH2:57][C@H:30]1[C:31]([NH:33][C@H:34]([C:42]([NH:44][C@H:45]([C:54]([OH:56])=[O:55])[CH2:46][CH2:47][CH2:48][CH2:49][NH:50][C:51]([CH3:53])=[O:52])=[O:43])[CH2:35][CH2:36][CH2:37][CH2:38][N:39]([CH3:41])[CH3:40])=[O:32])=[O:28])[CH2:3][CH2:4][C:5](=[O:26])[NH:6]C(C1C=CC=CC=1)(C1C=CC=CC=1)C1C=CC=CC=1.[NH2:70][C:71]1[C:76]2[N:77]=[C:78]([C:80]#[N:81])[S:79][C:75]=2[CH:74]=[CH:73][CH:72]=1.C([SiH](C(C)C)C(C)C)(C)C.C(#N)C.C(O)(C(F)(F)F)=O>C(O)(C(F)(F)F)=O.C(Cl)Cl>[NH:1]([C:60]([O:62][CH2:63][C:64]1[CH:69]=[CH:68][CH:67]=[CH:66][CH:65]=1)=[O:61])[C@H:2]([C:27]([N:29]1[CH2:59][CH2:58][CH2:57][C@H:30]1[C:31]([NH:33][C@H:34]([C:42]([NH:44][C@H:45]([C:54]([OH:56])=[O:55])[CH2:46][CH2:47][CH2:48][CH2:49][NH:50][C:51]([CH3:53])=[O:52])=[O:43])[CH2:35][CH2:36][CH2:37][CH2:38][N:39]([CH3:40])[CH3:41])=[O:32])=[O:28])[CH2:3][CH2:4][C:5](=[O:26])[NH2:6].[NH2:70][C:71]1[C:76]2[N:77]=[C:78]([C:80]#[N:81])[S:79][C:75]=2[CH:74]=[CH:73][CH:72]=1 |f:0.1,5.6,7.8|. Reported procedure: A solution of Cbz-Gln(Trt)ProLys(Me2)Lys(Ac)-aminocyanobenzothiazole (SEQ ID NO:3) (5.26) and triisopropylsilane (4 mL) in TFA/DCM (40 mL, 1/1) was stirred under a N2 atmosphere at −20° C. for 1 hour. After the conversion of starting material to a new species was confirmed by reverse phase HPLC (Agilent 1100 HPLC; column: Phenomonex Synergi, 4 μm 80 Å, 250×4.6 mm. method: 20% ACN to 55% ACN over 15 minutes, 1 mL/min, aqueous buffer contains 0.1% TFA v/v), the reaction mixture was concentrated. T... Reaction SMILES: [CH:1]([N:4]([CH:14]1[CH2:19][CH2:18][CH2:17][CH2:16][CH2:15]1)[C:5](=[O:13])[C:6]1[CH:11]=[CH:10][C:9](Br)=[CH:8][CH:7]=1)([CH3:3])[CH3:2].[CH3:20][O:21][C:22]1[CH:23]=[C:24]([OH:30])[CH:25]=[CH:26][C:27]=1[O:28][CH3:29]>N1C(C)=CC(C)=CC=1C>[CH:14]1([N:4]([CH:1]([CH3:3])[CH3:2])[C:5](=[O:13])[C:6]2[CH:11]=[CH:10][C:9]([O:30][C:24]3[CH:25]=[CH:26][C:27]([O:28][CH3:29])=[C:22]([O:21][CH3:20])[CH:23]=3)=[CH:8][CH:7]=2)[CH2:19][CH2:18][CH2:17][CH2:16][CH2:15]1. Reactants: C(C)(C)N(C(C1=CC=C(C=C1)Br)=O)C1CCCCC1 (p-bromobenzoic acid N-isopropyl-N-cyclohexyl amide), COC=1C=C(C=CC1OC)O (3,4-dimethoxy phenol), cuprous oxide. The solvent is N1=C(C=C(C=C1C)C)C (2,4,6-collidine). Procedure: The reaction and workup were carried out in the same manner as described in Example 1 using p-bromobenzoic acid N-isopropyl-N-cyclohexyl amide (2.820 g, 8.70 mmol), 3,4-dimethoxy phenol (1.347 g, 8.74 mmol) and cuprous oxide (647 mg, 4.52 mmol) in 2,4,6-collidine (20 ml). The crude product was chromatographed on silica gel using mixtures of ethyl acetate and hexane as eluents to give the title compound as a crystalline solid that could be recrystallized from ethyl acetate and hexane, m. pt. 106.... Yields the product C1(CCCCC1)N(C(C1=CC=C(C=C1)OC1=CC(=C(C=C1)OC)OC)=O)C(C)C (N-cyclohexyl-4-(3,4-dimethoxyphenoxy)-N-(1-methylethyl)benzamide).